describe an organic reaction: reactants, conditions, products, and yield From a dataset of the Open Reaction Database (ORD), a public repository of structured organic reaction records. Starting materials: IC1=C(C(=C(C(=C1CO)I)CO)I)CO (1,3,5-triiodo-2,4,6-trishydroxymethylbenzene), C(Cl)C1CO1 (epichlorohydrin), [OH-].[Na+] (NaOH), O (water). The reagents and catalysts are S(=O)(=O)(O)[O-].C(CCC)[N+](CCCC)(CCCC)CCCC (tetrabutylammonium hydrogen sulfate). Conditions: time 12 hour. The product is IC1=C(C(=C(C(=C1COCC1OC1)I)COCC1OC1)I)COCC1OC1 (1,3,5-Triiodo-2,4,6-tris-(oxiranylmethoxymethyl)benzene). As a reaction SMILES: [OH-:1].[Na+].[I:3][C:4]1[C:9]([CH2:10][OH:11])=[C:8]([I:12])[C:7]([CH2:13][OH:14])=[C:6]([I:15])[C:5]=1[CH2:16][OH:17].[CH2:18]([CH:20]1[O:22][CH2:21]1)Cl.[OH2:23]>S([O-])(O)(=O)=O.C([N+](CCCC)(CCCC)CCCC)CCC>[I:3][C:4]1[C:5]([CH2:16][O:17][CH2:18][CH:20]2[CH2:21][O:22]2)=[C:6]([I:15])[C:7]([CH2:13][O:14][CH2:5][CH:4]2[CH2:9][O:1]2)=[C:8]([I:12])[C:9]=1[CH2:10][O:11][CH2:6][CH:7]1[CH2:8][O:23]1 |f:0.1,5.6|. Procedure: 55 ml of a 32% NaOH solution is added in drops at room temperature to a mixture that consists of 11.0 g (20.1 mmol) of 1,3,5-triiodo-2,4,6-trishydroxymethylbenzene, 55.5 g (0.6 mol) of epichlorohydrin and 1.1 g (3.2 mmol) of tetrabutylammonium hydrogen sulfate within 1 hour, and then it is stirred for 12 hours. It is mixed with 150 ml of water and extracted twice with 200 ml each of toluene. The combined organic phases are dried on sodium sulfate, the solvent is evaporated to the dry state and c... Procedure: A methanol-chloroform (40 ml-20 ml) solution of N-({[4-(2-aminothiazol-4-yl)phenyl]carbamoyl}methyl)-N-benzothiazol-6-yl-4-oxocyclohexanecarboxyamide (430 mg) was mixed with sodium borohydride (0.19 g) at 0° C. and then stirred at room temperature for 1 hour. The reaction solution was mixed with water and extracted with chloroform, the organic layer was dried with anhydrous sodium sulfate and filtered, and then the solvent was evaporated under a reduced pressure. The thus obtained crude product ... Reactants: CO.C(Cl)(Cl)Cl (methanol chloroform), NC=1SC=C(N1)C1=CC=C(C=C1)NC(=O)CN(C(=O)CC1CCC(CC1)=O)C1=CC2=C(N=CS2)C=C1 (N-({[4-(2-aminothiazol-4-yl)phenyl]carbamoyl}methyl)-N-benzothiazol-6-yl-4-oxocyclohexanecarboxyamide), [BH4-].[Na+] (sodium borohydride). Run in O (water). RXN SMILES: CO.C(Cl)(Cl)[Cl:4].[NH2:7][C:8]1[S:9][CH:10]=[C:11]([C:13]2[CH:18]=[CH:17][C:16]([NH:19][C:20]([CH2:22][N:23]([C:34]3[CH:42]=[CH:41][C:37]4[N:38]=[CH:39][S:40][C:36]=4[CH:35]=3)[C:24]([CH2:26][CH:27]3[CH2:32][CH2:31][C:30](=[O:33])[CH2:29][CH2:28]3)=[O:25])=[O:21])=[CH:15][CH:14]=2)[N:12]=1.[BH4-].[Na+]>O>[ClH:4].[NH2:7][C:8]1[S:9][CH:10]=[C:11]([C:13]2[CH:18]=[CH:17][C:16]([NH:19][C:20]([CH2:22][N:23]([C:34]3[CH:42]=[CH:41][C:37]4[N:38]=[CH:39][S:40][C:36]=4[CH:35]=3)[C:24]([CH2:26][CH:27]3[CH2:32][CH2:31][CH:30]([OH:33])[CH2:29][CH2:28]3)=[O:25])=[O:21])=[CH:15][CH:14]=2)[N:12]=1 |f:0.1,3.4,6.7|. Conditions: time 1 hour. The product is Cl.NC=1SC=C(N1)C1=CC=C(C=C1)NC(=O)CN(C(=O)CC1CCC(CC1)O)C1=CC2=C(N=CS2)C=C1 (N-({[4-(2-aminothiazol-4-yl)phenyl]carbamoyl}methyl)-N-benzothiazol-6-yl-4-hydroxycyclohexanecarboxyamide monohydrochloride).